Task: describe an organic reaction: reactants, conditions, products, and yield. Dataset: the Open Reaction Database (ORD), a public repository of structured organic reaction records Procedure details: The 1-(3-chloropropyl-4-(3,4-dimethoxyphenyl)piperazine is prepared in the following manner: 11.5 g (70.2 m. moles) of 1-bromo-3-chloropropane are added quickly with stirring to a mixture of 13 g (58.5 m. moles) of 1-(3,4-dimethoxyphenyl)piperazine [prepared according to P. C. Jain et coll. J. Med. Chem. 10, 812 (1967)] and 9.7 g (70.2 m. moles) of potassium carbonate in 60 cc of N,N-dimethylformamide. The stirring is continued for 4 hours 30 min at ambient temperature. The inorganic products ar... Product: ClCCCN1CCN(CC1)C1=CC(=C(C=C1)OC)OC (1-(3-chloropropyl)-4-(3,4-dimethoxyphenyl)piperazine). As a reaction SMILES: Br[CH2:2][CH2:3][CH2:4][Cl:5].[CH3:6][O:7][C:8]1[CH:9]=[C:10]([N:16]2[CH2:21][CH2:20][NH:19][CH2:18][CH2:17]2)[CH:11]=[CH:12][C:13]=1[O:14][CH3:15].C(=O)([O-])[O-].[K+].[K+]>CN(C)C=O>[Cl:5][CH2:4][CH2:3][CH2:2][N:19]1[CH2:18][CH2:17][N:16]([C:10]2[CH:11]=[CH:12][C:13]([O:14][CH3:15])=[C:8]([O:7][CH3:6])[CH:9]=2)[CH2:21][CH2:20]1 |f:2.3.4|. The solvent is CN(C=O)C (N,N-dimethylformamide). The reactants are COC=1C=C(C=CC1OC)N1CCNCC1 (1-(3,4-dimethoxyphenyl)piperazine), C([O-])([O-])=O.[K+].[K+] (potassium carbonate), BrCCCCl (1-bromo-3-chloropropane). Run at time 30 minute. The reactants are BrC1=CC=2C(=NC(=C(C2)C(C)O)Cl)S1 (1-(2-bromo-6-chlorothieno[2,3-b]pyridin-5-yl)ethanol), C1(C=2C(C(N1)=O)=CC=CC2)=O (pthalimide), C1(=CC=CC=C1)P(C1=CC=CC=C1)C1=CC=CC=C1 (triphenylphosphine), CC(C)OC(=O)/N=N/C(=O)OC(C)C (diisopropylazodicarboxylate). Run in C1CCOC1 (THF). Run at temperature 0 celsius, time 1 hour. Yields the product BrC1=CC=2C(=NC(=C(C2)C(C)N2C(C3=CC=CC=C3C2=O)=O)Cl)S1 (2-(1-(2-bromo-6-chlorothieno[2,3-b]pyridin-5-yl)ethyl)isoindoline-1,3-dione). Reaction SMILES: [Br:1][C:2]1[S:14][C:5]2=[N:6][C:7]([Cl:13])=[C:8]([CH:10](O)[CH3:11])[CH:9]=[C:4]2[CH:3]=1.[C:15]1(=[O:25])[NH:19][C:18](=[O:20])[C:17]2=[CH:21][CH:22]=[CH:23][CH:24]=[C:16]12.C1(P(C2C=CC=CC=2)C2C=CC=CC=2)C=CC=CC=1.CC(OC(/N=N/C(OC(C)C)=O)=O)C>C1COCC1>[Br:1][C:2]1[S:14][C:5]2=[N:6][C:7]([Cl:13])=[C:8]([CH:10]([N:19]3[C:15](=[O:25])[C:16]4[C:17](=[CH:21][CH:22]=[CH:23][CH:24]=4)[C:18]3=[O:20])[CH3:11])[CH:9]=[C:4]2[CH:3]=1. Reported procedure: To a round-bottomed flask containing 1-(2-bromo-6-chlorothieno[2,3-b]pyridin-5-yl)ethanol (2.0 g, 6.8 mmol), pthalimide (1.2 g, 8.2 mmol, 1.2 eq), and triphenylphosphine (2.15 g, 8.2 mmol) was added THF (45 mL). The solution was cooled to 0° C. and diisopropylazodicarboxylate (DIAD, 1.6 mL, 8.2 mmol, 1.2 eq) was added dropwise. The reaction was allowed to warm to room temperature. After 1 h, the reaction was judged to be complete by LC/MS. The solvent was removed in vacuo and the residue was red... The reactants are C(CCC)(=O)OC[C@H]1CO1 ((R)-glycidyl butyrate), C(=O)(OCC1=CC=CC=C1)NC1=CC(=CC=C1)F (N-(carbobenzyloxy)-3-fluoroaniline), C(CCC)[Li] (n-butyllithium), mixture. The solvent is O1CCCC1 (tetrahydrofuran), hexanes. Reaction conditions: time 8 hour. The product is FC=1C=C(C=CC1)N1C(O[C@H](C1)CO)=O ((R)-3-(3-fluorophenyl)-5-(hydroxymethyl)-2-oxooxazolidine). As a reaction SMILES: [C:1]([NH:11][C:12]1[CH:17]=[CH:16][CH:15]=[C:14]([F:18])[CH:13]=1)(OCC1C=CC=CC=1)=O.C([Li])CCC.[C:24]([O:29][CH2:30][C@@H:31]1[O:33]C1)(=[O:28])CCC>O1CCCC1>[F:18][C:14]1[CH:13]=[C:12]([N:11]2[CH2:1][C@H:30]([CH2:31][OH:33])[O:29][C:24]2=[O:28])[CH:17]=[CH:16][CH:15]=1. Procedure: A mixture of N-(carbobenzyloxy)-3-fluoroaniline (1.000 g, 4.08 mmol) in dry tetrahydrofuran (10 ml) is cooled with a dry ice/acetone bath to about -78° and then n-butyllithium (1.87 ml of a 1.6M mixture in hexanes, 2.91 mmol) is added. (R)-glycidyl butyrate (0.420 g or 0.413 ml, 2.91 mmol) is then added via syringe and the cooling bath allowed to dissipate overnight, with the reaction mixture reaching 20-25°. The reaction mixture is quenched by the careful addition of saturated aqueous ammonium ...